From a dataset of the Open Reaction Database (ORD), a public repository of structured organic reaction records. describe an organic reaction: reactants, conditions, products, and yield The reactants are P(OC(C1=CC=C(C=C1)[N+](=O)[O-])(CC)CC)([O-])=O (diethyl-4-nitrobenzyl phosphonate), C1=CC=CC=2C(C3=C(C=CC21)C=CC=C3)=O (5H-dibenzo[a,d]cycloheptene-5-on), [H-].[Na+] (sodium hydride), [Na+].[Cl-] (NaCl). The solvent is CS(=O)C (dimethyl sulfoxide), CS(=O)C (dimethyl sulfoxide). Reaction conditions: temperature 70 celsius, time 1 hour. The product is [N+](=O)([O-])C1=CC=C(C=C2C3=C(C=CC4=C2C=CC=C4)C=CC=C3)C=C1 (5-(4-nitrobenzylidene)-5H-dibenzo[a,d]cycloheptene). Isolated yield 69.3%. As a reaction SMILES: [H-].[Na+].P(=O)([O-])O[C:5]([CH2:17][CH3:18])(CC)[C:6]1[CH:11]=[CH:10][C:9]([N+:12]([O-:14])=[O:13])=[CH:8][CH:7]=1.[CH:21]1[C:31]2C=C[C:28]3[CH:32]=[CH:33][CH:34]=[CH:35][C:27]=3[C:26](=O)[C:25]=2[CH:24]=[CH:23][CH:22]=1.[Na+].[Cl-]>CS(C)=O>[N+:12]([C:9]1[CH:8]=[CH:7][C:6]([CH:5]=[C:17]2[C:18]3[CH:35]=[CH:34][CH:33]=[CH:32][C:28]=3[CH:27]=[CH:26][C:25]3[CH:31]=[CH:21][CH:22]=[CH:23][C:24]2=3)=[CH:11][CH:10]=1)([O-:14])=[O:13] |f:0.1,4.5|. Procedure details: 150 ml of dimethyl sulfoxide was admixed with 3.60 g (about 90 mmoles) of oily sodium hydride (about 60%) at room temperature. After the addition, the mixture was heated over an oil bath to an inside temperature of about 70° C., and stirred as such for about one hour. Then, the reaction mixture was cooled to room temperature, and a solution of 25.1 g (92 m moles) of the previously obtained diethyl-4-nitrobenzyl phosphonate and 10.0 g (48.5 m moles) of 5H-dibenzo[a,d]cycloheptene-5-on in 50 ml of... Reactants: C1CCOC1, CC(=O)O, CNc1nc(Cl)nc2c1CCC2c1cc(F)c(F)c(F)c1, COc1cc(N)cnc1-n1cnc(Cl)c1. The product is CNc1nc(Nc2cnc(-n3cnc(Cl)c3)c(OC)c2)nc2c1CCC2c1cc(F)c(F)c(F)c1. As a reaction SMILES: [CH2:41]1[O:42][CH2:43][CH2:44][CH2:45]1.[CH3:37][C:38](=[O:39])[OH:40].[Cl:1][c:2]1[n:3][c:4]([NH:20][CH3:21])[c:5]2[c:6]([n:7]1)[CH:8]([c:11]1[cH:12][c:13]([F:19])[c:14]([F:18])[c:15]([F:17])[cH:16]1)[CH2:9][CH2:10]2.[Cl:22][c:23]1[n:24][cH:25][n:26](-[c:28]2[c:29]([O:35][CH3:36])[cH:30][c:31]([NH2:34])[cH:32][n:33]2)[cH:27]1>>[c:2]1([NH:34][c:31]2[cH:30][c:29]([O:35][CH3:36])[c:28](-[n:26]3[cH:25][n:24][c:23]([Cl:22])[cH:27]3)[n:33][cH:32]2)[n:3][c:4]([NH:20][CH3:21])[c:5]2[c:6]([n:7]1)[CH:8]([c:11]1[cH:12][c:13]([F:19])[c:14]([F:18])[c:15]([F:17])[cH:16]1)[CH2:9][CH2:10]2. Reactants: C(Cl)Cl (CH2Cl2), C1(=CC=CC=C1)CC(=O)C (1-Phenylacetone), [OH-].[K+] (potassium hydroxide), CC1=CC=CC=C1 (4-methylbenzene). Reagents/catalysts: [Br-].C(CCC)[N+](CCCC)(CCCC)CCCC (tetra-n-butylammonium bromide). The solvent is O (water). Conditions: time 8 hour. Yields the product CC1=CC=C(C=C1)CC(C(C)=O)C1=CC=CC=C1 (4-(4-Methylphenyl)-3-phenylbutan-2-one). Reaction SMILES: [C:1]1([CH2:7][C:8]([CH3:10])=[O:9])[CH:6]=[CH:5][CH:4]=[CH:3][CH:2]=1.[OH-].[K+].[CH3:13][C:14]1[CH:19]=[CH:18][CH:17]=[CH:16][CH:15]=1.[CH2:20](Cl)Cl>[Br-].C([N+](CCCC)(CCCC)CCCC)CCC.O>[CH3:13][C:14]1[CH:19]=[CH:18][C:17]([CH2:20][CH:7]([C:1]2[CH:6]=[CH:5][CH:4]=[CH:3][CH:2]=2)[C:8](=[O:9])[CH3:10])=[CH:16][CH:15]=1 |f:1.2,5.6|. Reported procedure: 1-Phenylacetone (200 mg, 1.49 mmol) was mixed with powdered potassium hydroxide (167 mg, 2.98 mmol) and tetra-n-butylammonium bromide (1 mol %, 5 mg) in a flask without solvent. This mixture was stirred at room temperature for 90 min. before the addition of 1-chloromethyl)-4-methylbenzene (198 μl, 1.49 mmol). The reaction mixture was then stirred overnight before diluting with water and CH2Cl2. The aqueous layer was separated and neutralized to pH 7 with 2N hydrochloric acid and extracted again ...